Dataset: the Open Reaction Database (ORD), a public repository of structured organic reaction records. Task: describe an organic reaction: reactants, conditions, products, and yield The reactants are O=C([O-])O, CN(C)C=O, [H-], CCOP(=O)(Cc1cccc([N+](=O)[O-])c1)OCC, [Na+], [Na+], O=Cc1ccnc2ccccc12. Yields the product O=[N+]([O-])c1cccc(C=Cc2ccnc3ccccc23)c1. Reaction SMILES: [C:33](=[O:34])([OH:35])[O-:36].[CH3:38][N:39]([CH3:40])[CH:41]=[O:42].[H-:1].[N+:3](=[O:4])([O-:5])[c:6]1[cH:7][c:8]([CH2:9][P:10](=[O:11])([O:12][CH2:13][CH3:14])[O:15][CH2:16][CH3:17])[cH:18][cH:19][cH:20]1.[Na+:2].[Na+:37].[n:21]1[cH:22][cH:23][c:24]([CH:31]=[O:32])[c:25]2[cH:26][cH:27][cH:28][cH:29][c:30]12>>[N+:3](=[O:4])([O-:5])[c:6]1[cH:7][c:8]([CH:9]=[CH:31][c:24]2[cH:23][cH:22][n:21][c:30]3[c:25]2[cH:26][cH:27][cH:28][cH:29]3)[cH:18][cH:19][cH:20]1. The solvent is O (water). Yield: 99.1%. Reaction SMILES: [CH2:1]([Sn:5](=O)[CH2:6][CH2:7][CH2:8][CH3:9])[CH2:2][CH2:3][CH3:4].[C:11]([OH:20])(=[O:19])[CH2:12][CH2:13][CH2:14][CH2:15][C:16]([OH:18])=[O:17].C1(C)C=CC=CC=1>O>[C:11]([O-:20])(=[O:19])[CH2:12][CH2:13][CH2:14][CH2:15][C:16]([O-:18])=[O:17].[CH2:1]([Sn+2:5][CH2:6][CH2:7][CH2:8][CH3:9])[CH2:2][CH2:3][CH3:4] |f:4.5|. Reported procedure: A mixture of 1000 grams of dibutyltin oxide, 587.2 grams adipic acid and 500 ml. of toluene were refluxed for 3 hours. There was obtained 72 grams of water by azeotropic distillation. The reaction mixture was then hot filtered and the solvent was removed in vacuo from resulting light yellow filtrate. After drying, there was obtained 1501 grams of a dibutyltin adipate or a 99.1% yield. The product has a melting point of 128°-130° C. The identity of the product was further confirmed by its NMR spe... Product: C(CCCCC(=O)[O-])(=O)[O-].C(CCC)[Sn+2]CCCC (dibutyltin adipate). The reactants are C(CCC)[Sn](CCCC)=O (dibutyltin oxide), C(CCCCC(=O)O)(=O)O (adipic acid), C1(=CC=CC=C1)C (toluene).